Dataset: the Open Reaction Database (ORD), a public repository of structured organic reaction records. Task: describe an organic reaction: reactants, conditions, products, and yield Reactants: NC1=C(C=CC=C1)NC(C1=CC=C(C=C1)CNC1=NC=CC(=N1)C1=NC=CN=C1)=O (N-(2-Amino-phenyl)-4-[(4-pyrazin-2-yl-pyrimidin-2-ylamino)-methyl]-benzamide), N1=C(C=NC=C1)C(C)=O (1-pyrazin-2-yl-ethanone), OCC1=NOC(=C1C(C)=O)C (1-(3-(Hydroxymethyl)-5-methylisoxazol-4-yl)ethanone). Yields the product NC1=C(C=CC=C1)NC(C1=CC=C(C=C1)CNC1=NC=CC(=N1)C=1C(=NOC1C)CO)=O (N-(2-aminophenyl)-4-((4-(3-(hydroxymethyl)-5-methylisoxazol-4-yl)pyrimidin-2-ylamino)methyl)benzamide). Reaction SMILES: [NH2:1][C:2]1[CH:7]=[CH:6][CH:5]=[CH:4][C:3]=1[NH:8][C:9](=[O:30])[C:10]1[CH:15]=[CH:14][C:13]([CH2:16][NH:17][C:18]2[N:23]=C(C3C=NC=CN=3)C=[CH:20][N:19]=2)=[CH:12][CH:11]=1.N1C=CN=CC=1C(=O)C.[OH:40][CH2:41][C:42]1[C:46]([C:47](=O)[CH3:48])=[C:45]([CH3:50])[O:44][N:43]=1>>[NH2:1][C:2]1[CH:7]=[CH:6][CH:5]=[CH:4][C:3]=1[NH:8][C:9](=[O:30])[C:10]1[CH:15]=[CH:14][C:13]([CH2:16][NH:17][C:18]2[N:23]=[C:47]([C:46]3[C:42]([CH2:41][OH:40])=[N:43][O:44][C:45]=3[CH3:50])[CH:48]=[CH:20][N:19]=2)=[CH:12][CH:11]=1. Procedure: Title compound was obtained according to the scheme 6 similarly to the compound 26a (Example 29) using instead of 1-pyrazin-2-yl-ethanone as the starting material the ketone 324 (Table 11). Characterization of the title compound is provided in the Table 12. The reactants are OC(C)(C)[C@@H]1CC=C(CC1)CN1C(C2=CC=CC=C2C1=O)=O ((S)-2-[4-(1-hydroxy-1-methyl-ethyl)-cyclohex-1-enyl-methyl]-isoindole-1,3-dione), O.NN (hydrazine hydrate). Run in CO (MeOH). Conditions: temperature 0 celsius, time 8 hour. The product is NCC1=CC[C@H](CC1)C(C)(C)O ((S)-2-(4-Aminomethyl-cyclohex-3-enyl)-propan-2-ol). Yield: 87.2%. Reaction SMILES: [OH:1][C:2]([C@H:5]1[CH2:10][CH2:9][C:8]([CH2:11][N:12]2C(=O)C3C(=CC=CC=3)C2=O)=[CH:7][CH2:6]1)([CH3:4])[CH3:3].O.NN>CO>[NH2:12][CH2:11][C:8]1[CH2:9][CH2:10][C@H:5]([C:2]([OH:1])([CH3:3])[CH3:4])[CH2:6][CH:7]=1 |f:1.2|. Procedure: A mixture of 0.62 g (2.1 mmol) (S)-2-[4-(1-hydroxy-1-methyl-ethyl)-cyclohex-1-enyl-methyl]-isoindole-1,3-dione and 20 ml MeOH was cooled to 0° C. Thereafter, 0.2 ml (6 mmol) hydrazine hydrate was added and the resulting mixture was allowed to warm to room temperature and stirred overnight. The reaction mixture was then concentrated in vacuo; triturated with CHCl3; filtered and then concentrated to a filtrate yielding 0.31 g (63%) solid product. Starting materials: C(C)(C)(C)OC([C@H]1N(CCC1)C(CCSC([C@@H](N)CC1=CC(=CC=C1)C(C1=CC=CC=C1)=O)=O)=O)=O (N-(3-benzoylphenylalanylthiopropanoyl)-L-proline-t-butyl ester), FC(C(=O)O)(F)F (trifluoroacetic acid), FC(C(=O)O)(F)F (trifluoroacetic acid). Run in C1(=CC=CC=C1)OC (anisole), C1(=CC=CC=C1)OC (anisole). Run at time 1 hour. Product: C(C1=CC=CC=C1)(=O)C=1C=C(C[C@H](N)C(=O)SCCC(=O)N2[C@H](C(=O)O)CCC2)C=CC1 (N-(3-benzoylphenylalanylthiopropanoyl)-L-proline). Reaction SMILES: C([O:5][C:6](=[O:36])[C@@H:7]1[CH2:11][CH2:10][CH2:9][N:8]1[C:12](=[O:35])[CH2:13][CH2:14][S:15][C:16](=[O:34])[C@H:17]([CH2:19][C:20]1[CH:25]=[CH:24][CH:23]=[C:22]([C:26](=[O:33])[C:27]2[CH:32]=[CH:31][CH:30]=[CH:29][CH:28]=2)[CH:21]=1)[NH2:18])(C)(C)C.FC(F)(F)C(O)=O>C1(OC)C=CC=CC=1>[C:26]([C:22]1[CH:21]=[C:20]([CH:25]=[CH:24][CH:23]=1)[CH2:19][C@@H:17]([C:16]([S:15][CH2:14][CH2:13][C:12]([N:8]1[CH2:9][CH2:10][CH2:11][C@H:7]1[C:6]([OH:36])=[O:5])=[O:35])=[O:34])[NH2:18])(=[O:33])[C:27]1[CH:32]=[CH:31][CH:30]=[CH:29][CH:28]=1. Reported procedure: The product of Example 12 was deprotected by reaction with trifluoroacetic acid in anisole. The reaction mixture was incubated at room temperature for one hour, following which trifluoroacetic acid and anisole were removed in vacuo at 32° C. The reaction mixture was then partitioned between saturated NaHCO3 and ethyl acetate in the cold. The bicarbonate phase was washed twice with ethyl acetate and once with ether. Then, in the presence of ethyl acetate, the bicarbonate phase was acidified with ... Starting materials: O, N#CCC(=O)c1cn2c3c(cccc13)CCC2. Product: NC(=O)CC(=O)c1cn2c3c(cccc13)CCC2. RXN SMILES: [OH2:18].[c:1]1([C:13]([CH2:14][C:15]#[N:16])=[O:17])[cH:2][n:3]2[c:12]3[c:7]([cH:8][cH:9][cH:10][c:11]13)[CH2:6][CH2:5][CH2:4]2>>[c:1]1([C:13]([CH2:14][C:15]([NH2:16])=[O:18])=[O:17])[cH:2][n:3]2[c:12]3[c:7]([cH:8][cH:9][cH:10][c:11]13)[CH2:6][CH2:5][CH2:4]2. Starting materials: C(C)(C)(C)OC(=O)N1CC(NCC1)=O (3-Oxo-piperazine-1-carboxylic acid tert-butyl ester), Cl.N1=CC(=CC=C1)CCl (3-Picolyl chloride hydrochloride), [H-].[Na+] (NaH), oil. Run in CN(C)C=O (DMF). Product: C(C)(C)(C)OC(=O)N1CC(N(CC1)CC=1C=NC=CC1)=O (3-Oxo-4-pyridin-3-ylmethyl-piperazine-1-carboxylic acid tert-butyl ester). As a reaction SMILES: [C:1]([O:5][C:6]([N:8]1[CH2:13][CH2:12][NH:11][C:10](=[O:14])[CH2:9]1)=[O:7])([CH3:4])([CH3:3])[CH3:2].Cl.[N:16]1[CH:21]=[CH:20][CH:19]=[C:18]([CH2:22]Cl)[CH:17]=1.[H-].[Na+]>CN(C=O)C>[C:1]([O:5][C:6]([N:8]1[CH2:13][CH2:12][N:11]([CH2:22][C:18]2[CH:17]=[N:16][CH:21]=[CH:20][CH:19]=2)[C:10](=[O:14])[CH2:9]1)=[O:7])([CH3:4])([CH3:2])[CH3:3] |f:1.2,3.4|. Reported procedure: A mixture of 3-Oxo-piperazine-1-carboxylic acid tert-butyl ester (2.0 g, 9.99 mmol) and 3-Picolyl chloride hydrochloride (1.63 g, 9.99 mmol) in DMF (20 mL) is treated by 60% NaH in mineral oil (0.80 g, 19.98 mmol) at 0° C. After completion, the reaction mixture is quenched by H2O, EtOAc is added and the organic layer is washed with brine, dried over MgSO4 and evaporated in vacuo. Silica gel flash chromatography of the residue affords the title compound as a colorless oil; ES-MS: M+H=292.2et=4.15... The reactants are BrB(Br)Br, COc1ccc2c(c1)CC1(C)CCC(=O)C(Br)=C21, CCOC(C)=O, ClCCl. Yields the product CC12CCC(=O)C(Br)=C1c1ccc(O)cc1C2. As a reaction SMILES: [B:1]([Br:2])([Br:3])[Br:4].[Br:8][C:9]1=[C:21]2[C:13]([CH3:24])([CH2:12][CH2:11][C:10]1=[O:25])[CH2:14][c:15]1[cH:16][c:17]([O:22][CH3:23])[cH:18][cH:19][c:20]12.[CH3:26][CH2:27][O:28][C:29]([CH3:30])=[O:31].[Cl:5][CH2:6][Cl:7]>>[Br:8][C:9]1=[C:21]2[C:13]([CH3:24])([CH2:12][CH2:11][C:10]1=[O:25])[CH2:14][c:15]1[cH:16][c:17]([OH:22])[cH:18][cH:19][c:20]12.